From a dataset of the Open Reaction Database (ORD), a public repository of structured organic reaction records. describe an organic reaction: reactants, conditions, products, and yield The reactants are C(C)(=O)NC1=CC=C(C=C1)NC(=C(C#N)C#N)SC (3-(4-acetylamino-phenylamino)-2-cyano-3-methylmercapto-acrylonitrile), O.NN (hydrazine hydrate). The solvent is CO (methanol). Yields the product C(C)(=O)NC1=CC=C(C=C1)NC1=NNC(=C1C#N)N (3-(4-Acetylamino-phenylamino)-5-amino-4-cyano-pyrazole). As a reaction SMILES: [C:1]([NH:4][C:5]1[CH:10]=[CH:9][C:8]([NH:11][C:12](SC)=[C:13]([C:16]#[N:17])[C:14]#[N:15])=[CH:7][CH:6]=1)(=O)[CH3:2].[OH2:20].[NH2:21][NH2:22]>CO>[C:1]([NH:4][C:5]1[CH:10]=[CH:9][C:8]([NH:11][C:12]2[C:13]([C:14]#[N:15])=[C:16]([NH2:17])[NH:22][N:21]=2)=[CH:7][CH:6]=1)(=[O:20])[CH3:2] |f:1.2|. Procedure details: A mixture of 7.46 g (27.4 mmol) of 3-(4-acetylamino-phenylamino)-2-cyano-3-methylmercapto-acrylonitrile, 1.63 ml (32.9 mmol) of hydrazine hydrate and 40 ml of methanol is heated under reflux for 5 hours and then concentrated by evaporation in vacuo. Recrystallization of the residue from methanol yields the title compound; m.p. 245-246° C. (decomp.). Reactants: N1(CCCCC1)N1C(CC2=CC=CC=C12)=O (1,3-dihydro-1-(1-piperidinyl)-2H-indol-2-one), C(C1=CC=CC=C1)Cl (benzyl chloride). Yields the product C(C1=CC=CC=C1)C1(C(N(C2=CC=CC=C12)N1CCCCC1)=O)CC1=CC=CC=C1 (1,3-dihydro-3,3-bis(benzyl)-1-(1-piperidinyl)-2H-indol-2-one). Reaction SMILES: [N:1]1([N:7]2[C:15]3[C:10](=[CH:11][CH:12]=[CH:13][CH:14]=3)[CH2:9][C:8]2=[O:16])[CH2:6][CH2:5][CH2:4][CH2:3][CH2:2]1.[CH2:17](Cl)[C:18]1[CH:23]=[CH:22][CH:21]=[CH:20][CH:19]=1>>[CH2:17]([C:9]1([CH2:9][C:10]2[CH:15]=[CH:14][CH:13]=[CH:12][CH:11]=2)[C:10]2[C:15](=[CH:14][CH:13]=[CH:12][CH:11]=2)[N:7]([N:1]2[CH2:2][CH2:3][CH2:4][CH2:5][CH2:6]2)[C:8]1=[O:16])[C:18]1[CH:23]=[CH:22][CH:21]=[CH:20][CH:19]=1. Procedure details: By substituting 1,3-dihydro-1-(1-piperidinyl)-2H-indol-2-one and benzyl chloride in Example 8, the desired product was obtained; m.p. 94°-96° C. (hexane). Anal. (C27H28N2O): C, H, N. Starting materials: ClC1=CC=C2C(=N1)N(C(N2CC2C(C2)(F)F)=O)C (5-Chloro-1-[(2,2-difluorocyclopropyl)methyl]-3-methyl-1,3-dihydro-2H-imidazo[4,5-b]pyridin-2-one), C(=O)([O-])[O-].[Cs+].[Cs+] (Cs2CO3), FC(S(=O)(=O)OC=1CC2C(CN(C2)C(=O)OC(C)(C)C)C1)(F)F (tert-Butyl 5-{[(trifluoromethyl)sulfonyl]oxy}-3,3a,4,6a-tetrahydrocyclo-penta-[c]pyrrole-2(1H)-carboxylate), bis(pinocolato)diboron, C(C)(=O)[O-].[K+] (potassium acetate). The reagents and catalysts are CC(C)([P](C(C)(C)C)([Pd][P](C(C)(C)C)(C(C)(C)C)C(C)(C)C)C(C)(C)C)C (Bis(tri-tert-butylphosphine)palladium(0)), C1=CC=C(C=C1)P([C-]2C=CC=C2)C3=CC=CC=C3.C1=CC=C(C=C1)P([C-]2C=CC=C2)C3=CC=CC=C3.Cl[Pd]Cl.[Fe+2] (PdCl2(dppf)). The solvent is O (water), O1CCOCC1 (1,4-dioxane). Run at temperature 60 celsius, time 18 hour. The product is FC1(C(C1)CN1C(N(C2=NC(=CC=C21)C=2CC1C(CN(C1)C(=O)OC(C)(C)C)C2)C)=O)F (tert-Butyl 5-{1-[(2,2-difluorocyclopropyl)methyl]-3-methyl-2-oxo-2,3-dihydro-1H-imidazo[4,5-b]pyridin-5-yl}-3,3a,4,6a-tetrahydrocyclopenta[c]pyrrole-2(1H)-carboxylate). Reaction SMILES: FC(F)(F)S(O[C:7]1[CH2:8][CH:9]2[CH2:13][N:12]([C:14]([O:16][C:17]([CH3:20])([CH3:19])[CH3:18])=[O:15])[CH2:11][CH:10]2[CH:21]=1)(=O)=O.C([O-])(=O)C.[K+].Cl[C:30]1[N:35]=[C:34]2[N:36]([CH3:46])[C:37](=[O:45])[N:38]([CH2:39][CH:40]3[CH2:42][C:41]3([F:44])[F:43])[C:33]2=[CH:32][CH:31]=1.C([O-])([O-])=O.[Cs+].[Cs+]>C1C=CC(P(C2C=CC=CC=2)[C-]2C=CC=C2)=CC=1.C1C=CC(P(C2C=CC=CC=2)[C-]2C=CC=C2)=CC=1.Cl[Pd]Cl.[Fe+2].CC(C)([P](C(C)(C)C)([Pd][P](C(C)(C)C)(C(C)(C)C)C(C)(C)C)C(C)(C)C)C.O.O1CCOCC1>[F:44][C:41]1([F:43])[CH2:42][CH:40]1[CH2:39][N:38]1[C:33]2[C:34](=[N:35][C:30]([C:7]3[CH2:8][CH:9]4[CH2:13][N:12]([C:14]([O:16][C:17]([CH3:18])([CH3:19])[CH3:20])=[O:15])[CH2:11][CH:10]4[CH:21]=3)=[CH:31][CH:32]=2)[N:36]([CH3:46])[C:37]1=[O:45] |f:1.2,4.5.6,7.8.9.10,^1:95,101|. Reported procedure: tert-Butyl 5-{[(trifluoromethyl)sulfonyl]oxy}-3,3a,4,6a-tetrahydrocyclopenta-[c]pyrrole-2(1H)-carboxylate (8-2, 1 g, 2.7 mmol, 1.0 equiv), bis(pinocolato)diboron (0.75 g, 3.0 mmol, 1.1 equiv), potassium acetate (0.8 g, 8.4 mmol, 3.0 equiv) and PdCl2(dppf) (0.144 g, 0.196 mmol, 0.07 equiv) were added to anhydrous 1,4-dioxane (4 mL) and heated to 60° C. After 18 h, the reaction contents were cooled to RT, followed by the subsequent addition of water (1.4 mL), 5-Chloro-1-[(2,2-difluorocyclopropyl)m... The product is BrC=1C=CC2=C(C(=NC(C(N2C)=O)=CN(CC(=O)N2CCOCC2)C)C2=C(C=CC=C2)Cl)C1 (7-Bromo-5-(2'-chloro-phenyl)-1,3-dihydro-1-methyl-3-[N-methyl-N-(morpholinocarbonyl-methyl)-amino-methylene]-2H-1,4-benzodiazepin-2-one). As a reaction SMILES: [Br:1][C:2]1[CH:3]=[CH:4][C:5]2[N:11]([CH3:12])[C:10](=[O:13])[C:9](=[CH:14][N:15]([CH3:17])[CH3:16])[N:8]=[C:7]([C:18]3[CH:23]=[CH:22][CH:21]=[CH:20][C:19]=3[Cl:24])[C:6]=2[CH:25]=1.O1CCCC1.CCOCC.N(C[C:39]([N:41]1[CH2:46][CH2:45][O:44][CH2:43][CH2:42]1)=[O:40])C>>[Br:1][C:2]1[CH:3]=[CH:4][C:5]2[N:11]([CH3:12])[C:10](=[O:13])[C:9](=[CH:14][N:15]([CH3:16])[CH2:17][C:39]([N:41]3[CH2:46][CH2:45][O:44][CH2:43][CH2:42]3)=[O:40])[N:8]=[C:7]([C:18]3[CH:23]=[CH:22][CH:21]=[CH:20][C:19]=3[Cl:24])[C:6]=2[CH:25]=1. Procedure details: A suspension of 8.4 gm of 7-bromo-5-(2'-chlorophenyl)-1,3-dihydro-3-(dimethylamino-methylene)-1-methyl-2H-1,4-benzodiazepin-2-one in 45 gm of sarcosine morpholide was heated to 160°C, while stirring, whereby a clear solution was formed after some time, which was stirred for 90 minutes more at 160°C. Thereafter, the reaction mixture was allowed to cool and was then taken up in a mixture consisting of 150 ml each of tetrahydrofuran and ether. The resulting solution was washed three times with 100 ... Reactants: O1CCCC1 (tetrahydrofuran), BrC=1C=CC2=C(C(=NC(C(N2C)=O)=CN(C)C)C2=C(C=CC=C2)Cl)C1 (7-bromo-5-(2'-chlorophenyl)-1,3-dihydro-3-(dimethylamino-methylene)-1-methyl-2H-1,4-benzodiazepin-2-one), N(C)CC(=O)N1CCOCC1 (sarcosine morpholide), CCOCC (ether). Conditions: temperature 160 celsius.